This data is from the Open Reaction Database (ORD), a public repository of structured organic reaction records. The task is: describe an organic reaction: reactants, conditions, products, and yield Reactants: C1COCCN1, CO, Clc1nc(Cl)c2oc(-c3ccccc3)cc2n1. Yields the product Clc1nc(N2CCOCC2)c2oc(-c3ccccc3)cc2n1. As a reaction SMILES: [CH2:18]1[CH2:19][O:20][CH2:21][CH2:22][NH:23]1.[CH3:24][OH:25].[Cl:1][c:2]1[n:3][c:4]([Cl:17])[c:5]2[c:6]([n:7]1)[cH:8][c:9](-[c:11]1[cH:12][cH:13][cH:14][cH:15][cH:16]1)[o:10]2>>[Cl:1][c:2]1[n:3][c:4]([N:23]2[CH2:18][CH2:19][O:20][CH2:21][CH2:22]2)[c:5]2[c:6]([n:7]1)[cH:8][c:9](-[c:11]1[cH:12][cH:13][cH:14][cH:15][cH:16]1)[o:10]2. Reactants: C(C)OC(CC(CCC(=O)OCC)=O)=O (3-oxohexane-1,6-dioic acid diethyl ester), Cl (hydrogen chloride), C(C)OC(CC(CCC(=O)OCC)=O)=O (3-oxohexane-1,6-dioic acid diethyl ester), C1(O)=CC(O)=CC=C1 (resorcinol), Cl (hydrogen chloride), ice water. Solvent: C(C)O (ethanol). Conditions: time 8 hour. The product is OC1=CC=C2C(=CC(OC2=C1)=O)CCC(=O)O (3-(7-hydroxy-4-coumarinyl)propionic acid). The yield is 73.0%. RXN SMILES: C([O:3][C:4](=[O:15])[CH2:5][C:6](=O)[CH2:7][CH2:8][C:9]([O:11][CH2:12][CH3:13])=[O:10])C.[C:16]1(C=C[CH:21]=[C:19](O)[CH:18]=1)[OH:17].Cl>C(O)C>[OH:17][C:16]1[CH:13]=[C:12]2[C:21]([C:7]([CH2:6][CH2:5][C:4]([OH:3])=[O:15])=[CH:8][C:9](=[O:10])[O:11]2)=[CH:19][CH:18]=1. Procedure: A solution of 3-oxohexane-1,6-dioic acid diethyl ester (78.88 g), resorcinol (40.19 g) and ethanol (1 L) was saturated with hydrogen chloride gas during two hours at 0° C., tightly stoppered, let stand at room temperature over the weekend, shown by thin layer chromatography to contain unreacted 3-oxohexane-1,6-dioic acid diethyl ester, saturated again with hydrogen chloride gas during 45 minutes at 0° C., and let stand overnight at room temperature. Although thin layer chromatography still showe... Starting materials: NC=1C(=NC=CC1C)Cl (3-amino-2-chloro-4-methyl pyridine), ClC1=C(C(=O)Cl)C=CC=N1 (2-chloronicotinoyl chloride), N1=CC=CC=C1 (pyridine), C1CCCCC1 (cyclohexane). Run in O1CCOCC1 (dioxane). Product: carboxamide, ClC1=NC=CC=C1C(=O)NC=1C(=NC=CC1C)Cl (2-Chloro-N-(2-chloro-4-methyl-3-pyridinyl)-3-pyridinecarboxamide). Yield: 4.7%. As a reaction SMILES: [NH2:1][C:2]1[C:3]([Cl:9])=[N:4][CH:5]=[CH:6][C:7]=1[CH3:8].[Cl:10][C:11]1[N:19]=[CH:18][CH:17]=[CH:16][C:12]=1[C:13](Cl)=[O:14].N1C=CC=CC=1.C1CCCCC1>O1CCOCC1>[Cl:10][C:11]1[C:12]([C:13]([NH:1][C:2]2[C:3]([Cl:9])=[N:4][CH:5]=[CH:6][C:7]=2[CH3:8])=[O:14])=[CH:16][CH:17]=[CH:18][N:19]=1. Procedure details: Using a procedure analogous to that described in Example 1a, the carboxamide was prepared from 12.8 g of 3-amino-2-chloro-4-methyl pyridine, 15.8 g of 2-chloronicotinoyl chloride, 7.1 g of pyridine, 30 ml of cyclohexane and 60 ml of dioxane. After removal of the solvent, the product was dissolved in methylene chloride, washed with water and dried (sodium sulfate). After removal of the solvent, the residue was washed with ethyl acetate to give 1.2 g of the title compound, m.p. 193°-194° C. Starting materials: C(CC)C1=NC2=C(N1CC1=CC=C(C=C1)C=1C(=CC=CC1)C(=O)OC(C)(C)C)C=C(C=C2C)C=2N=CN(C2)CC(=O)OCC (tert.butyl 4'-[(2-n-propyl-4-methyl-6-(1-ethoxycarbonylmethyl-imidazol-4-yl)-benzimidazol-1-yl)-methyl]-biphenyl-2-carboxylate), FC(C(=O)O)(F)F (trifluoroacetic acid). Solvent: C(Cl)Cl (methylene chloride). Product: C(CC)C1=NC2=C(N1CC1=CC=C(C=C1)C=1C(=CC=CC1)C(=O)O)C=C(C=C2C)C=2N=CN(C2)CC(=O)OCC (4'-[(2-n-Propyl-4-methyl-6-(1-ethoxycarbonylmethyl-imidazol-4-yl)-benzimidazol-1-yl)-methyl]-biphenyl-2-carboxylic Acid). As a reaction SMILES: [CH2:1]([C:4]1[N:8]([CH2:9][C:10]2[CH:15]=[CH:14][C:13]([C:16]3[C:17]([C:22]([O:24]C(C)(C)C)=[O:23])=[CH:18][CH:19]=[CH:20][CH:21]=3)=[CH:12][CH:11]=2)[C:7]2[CH:29]=[C:30]([C:34]3[N:35]=[CH:36][N:37]([CH2:39][C:40]([O:42][CH2:43][CH3:44])=[O:41])[CH:38]=3)[CH:31]=[C:32]([CH3:33])[C:6]=2[N:5]=1)[CH2:2][CH3:3].FC(F)(F)C(O)=O>C(Cl)Cl>[CH2:1]([C:4]1[N:8]([CH2:9][C:10]2[CH:15]=[CH:14][C:13]([C:16]3[C:17]([C:22]([OH:24])=[O:23])=[CH:18][CH:19]=[CH:20][CH:21]=3)=[CH:12][CH:11]=2)[C:7]2[CH:29]=[C:30]([C:34]3[N:35]=[CH:36][N:37]([CH2:39][C:40]([O:42][CH2:43][CH3:44])=[O:41])[CH:38]=3)[CH:31]=[C:32]([CH3:33])[C:6]=2[N:5]=1)[CH2:2][CH3:3]. Reported procedure: Prepared analogously to Example 88 from tert.butyl 4'-[(2-n-propyl-4-methyl-6-(1-ethoxycarbonylmethyl-imidazol-4-yl)-benzimidazol-1-yl)-methyl]-biphenyl-2-carboxylate and trifluoroacetic acid in methylene chloride. Reactants: CCO, CC(=O)O, O=C1C(=CC2CCN(Cc3ccccc3)CC2)Cc2cc(Nc3ncnc4c3CCC4)ccc21, C1CCOC1, O=[Pt]. The product is O=C1c2ccc(Nc3ncnc4c3CCC4)cc2CC1CC1CCN(Cc2ccccc2)CC1. RXN SMILES: [CH3:40][CH2:41][OH:42].[CH3:43][C:44](=[O:45])[OH:46].[O:1]=[C:2]1[C:3](=[CH:21][CH:22]2[CH2:23][CH2:24][N:25]([CH2:28][c:29]3[cH:30][cH:31][cH:32][cH:33][cH:34]3)[CH2:26][CH2:27]2)[CH2:4][c:5]2[cH:6][c:7]([NH:11][c:12]3[c:13]4[c:14]([n:15][cH:16][n:17]3)[CH2:18][CH2:19][CH2:20]4)[cH:8][cH:9][c:10]21.[O:35]1[CH2:36][CH2:37][CH2:38][CH2:39]1.[Pt:47]=[O:48]>>[O:1]=[C:2]1[CH:3]([CH2:21][CH:22]2[CH2:23][CH2:24][N:25]([CH2:28][c:29]3[cH:30][cH:31][cH:32][cH:33][cH:34]3)[CH2:26][CH2:27]2)[CH2:4][c:5]2[cH:6][c:7]([NH:11][c:12]3[c:13]4[c:14]([n:15][cH:16][n:17]3)[CH2:18][CH2:19][CH2:20]4)[cH:8][cH:9][c:10]21. The product is CSCCC(C(=O)Nc1cnc(C(O)CO)cn1)N1Cc2c(cccc2C(F)(F)F)C1=O. Starting materials: CSCCC(C(=O)Nc1cnc(C2COC(C)(C)O2)cn1)N1Cc2c(cccc2C(F)(F)F)C1=O, Cl, C1CCOC1. RXN SMILES: [CH3:1][C:2]1([CH3:35])[O:3][CH2:4][CH:5]([c:7]2[n:8][cH:9][c:10]([NH:13][C:14]([CH:15]([CH2:16][CH2:17][S:18][CH3:19])[N:20]3[C:21](=[O:33])[c:22]4[cH:23][cH:24][cH:25][c:26]([C:29]([F:30])([F:31])[F:32])[c:27]4[CH2:28]3)=[O:34])[n:11][cH:12]2)[O:6]1.[ClH:36].[O:37]1[CH2:38][CH2:39][CH2:40][CH2:41]1>>[OH:3][CH2:4][CH:5]([OH:6])[c:7]1[n:8][cH:9][c:10]([NH:13][C:14]([CH:15]([CH2:16][CH2:17][S:18][CH3:19])[N:20]2[C:21](=[O:33])[c:22]3[cH:23][cH:24][cH:25][c:26]([C:29]([F:30])([F:31])[F:32])[c:27]3[CH2:28]2)=[O:34])[n:11][cH:12]1.